This data is from the Open Reaction Database (ORD), a public repository of structured organic reaction records. The task is: describe an organic reaction: reactants, conditions, products, and yield Starting materials: CO, COC(=O)C=C(c1ccc(Cl)cc1)c1ccc(Cl)cc1, Cl, O=[Pt]=O. As a reaction SMILES: [CH3:21][OH:22].[Cl:1][c:2]1[cH:3][cH:4][c:5]([C:8](=[CH:9][C:10](=[O:11])[O:12][CH3:13])[c:14]2[cH:15][cH:16][c:17]([Cl:20])[cH:18][cH:19]2)[cH:6][cH:7]1.[ClH:23].[Pt:24](=[O:25])=[O:26]>>[Cl:1][c:2]1[cH:3][cH:4][c:5]([CH:8]([CH2:9][C:10](=[O:11])[O:12][CH3:13])[c:14]2[cH:15][cH:16][c:17]([Cl:20])[cH:18][cH:19]2)[cH:6][cH:7]1. Product: COC(=O)CC(c1ccc(Cl)cc1)c1ccc(Cl)cc1. Reactants: COC(=O)c1cnc2[nH]c(C(=CC3CCCC3)c3ccc(C(C)(C)OC4CCCCO4)c(F)c3)cc2c1, CO. Yields the product COC(=O)c1cnc2[nH]c(C(CC3CCCC3)c3ccc(C(C)(C)OC4CCCCO4)c(F)c3)cc2c1. RXN SMILES: [CH3:1][O:2][C:3](=[O:4])[c:5]1[cH:6][c:7]2[c:8]([n:9][cH:10]1)[nH:11][c:12]([C:14](=[CH:15][CH:16]1[CH2:17][CH2:18][CH2:19][CH2:20]1)[c:21]1[cH:22][c:23]([F:37])[c:24]([C:27]([CH3:28])([O:29][CH:30]3[O:31][CH2:32][CH2:33][CH2:34][CH2:35]3)[CH3:36])[cH:25][cH:26]1)[cH:13]2.[CH3:38][OH:39]>>[CH3:1][O:2][C:3](=[O:4])[c:5]1[cH:6][c:7]2[c:8]([n:9][cH:10]1)[nH:11][c:12]([CH:14]([CH2:15][CH:16]1[CH2:17][CH2:18][CH2:19][CH2:20]1)[c:21]1[cH:22][c:23]([F:37])[c:24]([C:27]([CH3:28])([O:29][CH:30]3[O:31][CH2:32][CH2:33][CH2:34][CH2:35]3)[CH3:36])[cH:25][cH:26]1)[cH:13]2. Starting materials: II (iodine), BrC1=CC=C2N(C=C3C[C@H]4N(C[C@H](C=C4C1=C32)NC(N(CC)CC)=O)C)[Si](C)(C)C(C)(C)C (3-(12-bromo-1-tert-butyldimethylsilyl9,10-didehydro-6-methyl-8α-ergolinyl)-1,1-diethylurea). Reaction SMILES: [I:1]I.Br[C:4]1[C:18]2=[C:19]3[C:7]([N:8]([Si](C(C)(C)C)(C)C)[CH:9]=[C:10]3[CH2:11][C@@H:12]3[C:17]2=[CH:16][C@H:15]([NH:20][C:21](=[O:27])[N:22]([CH2:25][CH3:26])[CH2:23][CH3:24])[CH2:14][N:13]3[CH3:28])=[CH:6][CH:5]=1>>[CH2:23]([N:22]([CH2:25][CH3:26])[C:21]([NH:20][C@H:15]1[CH2:16][C@H:17]2[C@@H:12]([CH2:11][CH:10]3[C:19]4[C:7](=[CH:6][C:5]([I:1])=[CH:4][C:18]2=4)[NH:8][CH2:9]3)[N:13]([CH3:28])[CH2:14]1)=[O:27])[CH3:24]. Yields the product C(C)N(C(=O)N[C@@H]1CN([C@@H]2CC3CNC4=CC(=CC([C@H]2C1)=C34)I)C)CC (1,1-diethyl-3-(2,3-dihydro-13-iodo-6-methyl-8α-ergolinyl)urea). Reported procedure: With iodine and 3-(12-bromo-1-tert-butyldimethylsilyl9,10-didehydro-6-methyl-8α-ergolinyl)-1,1-diethylurea: